From a dataset of the Open Reaction Database (ORD), a public repository of structured organic reaction records. describe an organic reaction: reactants, conditions, products, and yield Reported procedure: 8.1 g (0.0322 mole) of 4-amino-7-methoxy-2-(methoxymethoxymethyl)pteridine are added to a solution of 3.2 g (0.080 mole) of sodium hydroxide in 130 ml of water. The suspension obtained is heated at 80° C. for 2 hours. After filtration while hot, the solution is allowed to return to room temperature and is then acidified with acetic acid. The precipitate formed is isolated by filtration. It is purified by washing with water and then with acetone and is recrystallized from a mixture of methanol an... The reactants are NC1=NC(=NC2=NC(=CN=C12)OC)COCOC (4-amino-7-methoxy-2-(methoxymethoxymethyl)pteridine), [OH-].[Na+] (sodium hydroxide). RXN SMILES: [NH2:1][C:2]1[C:11]2[C:6](=[N:7][C:8]([O:12]C)=[CH:9][N:10]=2)[N:5]=[C:4]([CH2:14][O:15][CH2:16][O:17][CH3:18])[N:3]=1.[OH-].[Na+]>O>[NH2:1][C:2]1[C:11]2[C:6](=[N:7][C:8]([OH:12])=[CH:9][N:10]=2)[N:5]=[C:4]([CH2:14][O:15][CH2:16][O:17][CH3:18])[N:3]=1 |f:1.2|. The solvent is O (water). Conditions: temperature 80 celsius. The product is NC1=NC(=NC2=NC(=CN=C12)O)COCOC (4-Amino-7-hydroxy-2-(methoxymethoxymethyl)pteridine). Starting materials: Cc1[nH]c(C(=O)NC2CCN(c3cc(C(=O)O)cc(Cl)n3)CC2)c(Cl)c1Cl, Cl, CON. Yields the product CONC(=O)c1cc(Cl)nc(N2CCC(NC(=O)c3[nH]c(C)c(Cl)c3Cl)CC2)c1. Reaction SMILES: [Cl:1][c:2]1[cH:3][c:4]([C:5](=[O:6])[OH:7])[cH:8][c:9]([N:11]2[CH2:12][CH2:13][CH:14]([NH:17][C:18](=[O:19])[c:20]3[nH:21][c:22]([CH3:27])[c:23]([Cl:26])[c:24]3[Cl:25])[CH2:15][CH2:16]2)[n:10]1.[ClH:28].[O:29]([CH3:30])[NH2:31]>>[Cl:1][c:2]1[cH:3][c:4]([C:5](=[O:6])[NH:31][O:29][CH3:30])[cH:8][c:9]([N:11]2[CH2:12][CH2:13][CH:14]([NH:17][C:18](=[O:19])[c:20]3[nH:21][c:22]([CH3:27])[c:23]([Cl:26])[c:24]3[Cl:25])[CH2:15][CH2:16]2)[n:10]1. Reactants: C1=CC=CC=2C3=CC=CC=C3C(C12)COC(=O)N[C@@H](CCC(NC(C1=CC=CC=C1)(C1=CC=CC=C1)C1=CC=CC=C1)=O)C(=O)NC1=C(C=CC(=C1)OC)OC (N-[Nα-(9-fluorenylmethoxycarbonyl)-Nδ-trityl-L-glutaminyl]-2,5-dimethoxyaniline), N1C(=CC=C1)C(=O)O (pyrrole-2-carboxylic acid). The product is N1C(=CC=C1)C(=O)N[C@@H](CCC(NC(C1=CC=CC=C1)(C1=CC=CC=C1)C1=CC=CC=C1)=O)C(=O)NC1=C(C=CC(=C1)OC)OC (N-[Nα-(Pyrrole-2-carbonyl)-Nδ-trityl-L-glutaminyl]-2,5-dimethoxyaniline), crystals. Yield: 61.0%. RXN SMILES: C1C2C(COC([NH:18][C@H:19]([C:44]([NH:46][C:47]3[CH:52]=[C:51]([O:53][CH3:54])[CH:50]=[CH:49][C:48]=3[O:55][CH3:56])=[O:45])[CH2:20][CH2:21][C:22](=[O:43])[NH:23][C:24]([C:37]3[CH:42]=[CH:41][CH:40]=[CH:39][CH:38]=3)([C:31]3[CH:36]=[CH:35][CH:34]=[CH:33][CH:32]=3)[C:25]3[CH:30]=[CH:29][CH:28]=[CH:27][CH:26]=3)=O)C3C(=CC=CC=3)C=2C=CC=1.[NH:57]1[CH:61]=[CH:60][CH:59]=[C:58]1[C:62]([OH:64])=O>>[NH:57]1[CH:61]=[CH:60][CH:59]=[C:58]1[C:62]([NH:18][C@H:19]([C:44]([NH:46][C:47]1[CH:52]=[C:51]([O:53][CH3:54])[CH:50]=[CH:49][C:48]=1[O:55][CH3:56])=[O:45])[CH2:20][CH2:21][C:22](=[O:43])[NH:23][C:24]([C:25]1[CH:30]=[CH:29][CH:28]=[CH:27][CH:26]=1)([C:31]1[CH:36]=[CH:35][CH:34]=[CH:33][CH:32]=1)[C:37]1[CH:38]=[CH:39][CH:40]=[CH:41][CH:42]=1)=[O:64]. Reported procedure: The title compound was prepared from N-[Nα-(9-fluorenylmethoxycarbonyl)-Nδ-trityl-L-glutaminyl]-2,5-dimethoxyaniline (988 mg, 1.33 mmol, example 82, step A) as described for example 82 (step B) using pyrrole-2-carboxylic acid (222 mg, 2.0 mmol) instead of caffeic acid. The crude material was purified by flash chromatography using successively 10%, 15% and 20% EtOAc/CH2Cl2. The title compound was obtained as white crystals (497 mg, 61%). Reactants: CC1=C(C=O)C=CC=C1 (2-methylbenzaldehyde), [OH-].[Na+] (sodium hydroxide), Cl.NO (hydroxylamine hydrochloride). Run in C(C)O (ethanol), O (H2O), O (water), O (water). Run at temperature 0 celsius, time 10 minute. Yields the product CC1=C(/C=N/O)C=CC=C1 ((E)-2-methylbenzaldehyde oxime). Reaction SMILES: [OH-:1].[Na+].Cl.[NH2:4]O.[CH3:6][C:7]1[CH:14]=[CH:13][CH:12]=[CH:11][C:8]=1[CH:9]=O>O.C(O)C>[CH3:6][C:7]1[CH:14]=[CH:13][CH:12]=[CH:11][C:8]=1/[CH:9]=[N:4]/[OH:1] |f:0.1,2.3|. Procedure: A solution of sodium hydroxide (2.00 g, 50.0 mmol, 1.19 equiv) in water (25 mL) was added to a stirred solution of hydroxylamine hydrochloride (3.30 g, 47.8 mmol, 1.15 equiv) in water (25 mL) at 0° C. The resulting solution was stirred for 10 min at 0° C. Then a solution of 2-methylbenzaldehyde (5.00 g, 41.6 mmol, 1.00 equiv) in ethanol (25 mL) was added slowly over 5.0 min. The resulting solution was allowed to stir for an additional 1 h at RT. The solution was diluted with H2O (100 mL), extrac... Starting materials: C(C)(C)(C)OC(N[C@@H](CO)C=C(CP(=O)(OC(C)C)OC(C)C)C)=O (N-((2R)-5-diisopropylphosphono-1-hydroxy-4-methyl-3-penten-2-yl)-carbamicacid tert.-butyl ester), solution, C(C)(C)O (isopropanol), [Na] (sodium). Solvent: CC(=O)C (acetone), S(O)(O)(=O)=O (sulphuric acid), [O-2].[Cr+6].[O-2].[O-2] (chromium(VI) oxide). Run at time 12 hour. Yields the product C(C)(C)(C)OC(=O)N[C@@H](C(=O)O)C=C(CP(=O)(OC(C)C)OC(C)C)C ((2R)-2-tert.-butoxycarbonylamino-5-diisopropylphosphono-4-methyl-3-pentenoic acid). Reaction SMILES: [C:1]([O:5][C:6](=[O:25])[NH:7][C@H:8]([CH:11]=[C:12]([CH3:24])[CH2:13][P:14]([O:20][CH:21]([CH3:23])[CH3:22])([O:16][CH:17]([CH3:19])[CH3:18])=[O:15])[CH2:9][OH:10])([CH3:4])([CH3:3])[CH3:2].C([OH:29])(C)C.[Na]>CC(C)=O.[O-2].[Cr+6].[O-2].[O-2].S(=O)(=O)(O)O>[C:1]([O:5][C:6]([NH:7][C@H:8]([CH:11]=[C:12]([CH3:24])[CH2:13][P:14]([O:16][CH:17]([CH3:18])[CH3:19])([O:20][CH:21]([CH3:23])[CH3:22])=[O:15])[C:9]([OH:29])=[O:10])=[O:25])([CH3:4])([CH3:2])[CH3:3] |f:4.5.6.7,^1:29|. Reported procedure: To a solution of 1.6 g of alcohol 2 according to b) in 60 ml of acetone there are added at 0°-5° 3.3 ml of a solution that is 3.25 molar in chromium(VI) oxide and 5.29 molar in sulphuric acid. The mixture is stirred at 0° for 6 hours and at room temperature for 12 hours. After the addition of 5 ml of isopropanol and 40 ml of 20% sodium chloridesolution, the mixture is stirred for 10 minutes and is then extracted continuously with methyl acetate for 15 hours in a Kutscher-Steudel apparatus. The o... The reactants are FC(C(=O)O)(F)F (trifluoroacetic acid), COC=1C2=C(N=CN1)SC(=N2)NC(=O)N2CC(CC2)N (3-amino-pyrrolidine-1-carboxylic acid (7-methoxy-thiazolo[5,4-d]pyrimidin-2-yl)-amide), C(C)(=O)O (acetic acid), C(C)(=O)O[BH-](OC(C)=O)OC(C)=O.[Na+] (sodium triacetoxyborohydride), FC1=C(C=C(C=O)C=C1)C(F)(F)F (4-fluoro-3-(trifluoromethyl)benzaldehyde), C(C)(C)N(C(C)C)CC (N,N-diisopropylethylamine). Run in CO (methanol), O (water), C1(=CC=CC=C1)C (toluene). Conditions: temperature 25 celsius, time 30 minute. The product is COC=1C2=C(N=CN1)SC(=N2)NC(=O)N2C[C@@H](CC2)NCC2=CC(=C(C=C2)F)C(F)(F)F ((R)-3-(4-fluoro-3-trifluoromethyl-benzylamino)-pyrrolidine-1-carboxylic acid (7-methoxy-thiazolo[5,4-d]pyrimidin-2-yl)-amide). Isolated yield 52.8%. RXN SMILES: FC(F)(F)C(O)=O.[CH3:8][O:9][C:10]1[C:11]2[N:18]=[C:17]([NH:19][C:20]([N:22]3[CH2:26][CH2:25][CH:24]([NH2:27])[CH2:23]3)=[O:21])[S:16][C:12]=2[N:13]=[CH:14][N:15]=1.C(N(CC)C(C)C)(C)C.[F:37][C:38]1[CH:45]=[CH:44][C:41]([CH:42]=O)=[CH:40][C:39]=1[C:46]([F:49])([F:48])[F:47].C(O)(=O)C.C(O[BH-](OC(=O)C)OC(=O)C)(=O)C.[Na+]>CO.O.C1(C)C=CC=CC=1>[CH3:8][O:9][C:10]1[C:11]2[N:18]=[C:17]([NH:19][C:20]([N:22]3[CH2:26][CH2:25][C@@H:24]([NH:27][CH2:42][C:41]4[CH:44]=[CH:45][C:38]([F:37])=[C:39]([C:46]([F:49])([F:47])[F:48])[CH:40]=4)[CH2:23]3)=[O:21])[S:16][C:12]=2[N:13]=[CH:14][N:15]=1 |f:5.6|. Reported procedure: A suspension of the trifluoroacetic acid salt of 3-amino-pyrrolidine-1-carboxylic acid (7-methoxy-thiazolo[5,4-d]pyrimidin-2-yl)-amide (2.35 g, 5.8 mmol) in methanol (50 mL) was treated with N,N-diisopropylethylamine (1.5 mL, 8.6 mmol). The resulting mixture was stirred at 25° C. for 30 min. At this time, the reaction was treated with 4-fluoro-3-(trifluoromethyl)benzaldehyde (1.34 g, 6.96 mmol) followed by toluene (50 mL). The resulting mixture was stirred at 60° C. for 1 h and then concentrated... The reactants are C1CCOC1 (THF), N1CCCCC1 (piperidine), FC(C1=C(C(=NO1)C1=CC=C(S1)C(=O)O)C)(F)F (5-(5-Trifluoromethyl-4-methyl-isoxazol-3-yl)-thiophene-2-carboxylic acid), C1(CCCCC1)N (cyclohexylamine), acid chloride, solid. Solvent: C(C)N(CC)CC (triethylamine). The product is C1(CCCCC1)NC(=O)C=1SC(=CC1)C1=NOC(=C1C)C(F)(F)F (5-(4-Methyl-5-trifluoromethyl-isoxazol-3-yl)-thiophene-2-carboxylic acid cyclohexylamide). RXN SMILES: [F:1][C:2]([F:18])([F:17])[C:3]1[O:7][N:6]=[C:5]([C:8]2[S:12][C:11]([C:13]([OH:15])=O)=[CH:10][CH:9]=2)[C:4]=1[CH3:16].[CH:19]1([NH2:25])[CH2:24][CH2:23][CH2:22][CH2:21][CH2:20]1.C1COCC1.N1CCCCC1>C(N(CC)CC)C>[CH:19]1([NH:25][C:13]([C:11]2[S:12][C:8]([C:5]3[C:4]([CH3:16])=[C:3]([C:2]([F:1])([F:18])[F:17])[O:7][N:6]=3)=[CH:9][CH:10]=2)=[O:15])[CH2:24][CH2:23][CH2:22][CH2:21][CH2:20]1. Reported procedure: Prepared from 5-(5-Trifluoromethyl-4-methyl-isoxazol-3-yl)-thiophene-2-carboxylic acid and cyclohexylamine by the method described in Example 2 Method B reversing the order of addition such that intermediate solid acid chloride was added to a THF solution of triethylamine and piperidine derivative. Colorless solid (80 mg, 89%). 1H NMR (CDCl3) 1.18-1.36 (m, 1H), 1.36-1.50 (m, 1H), 1.60-1.82 (m, 4H), 1.98-2.10 (m, 2H), 2.37 (d, J=0.9, 3H), 3.90-4.04 (m, 1H), 5.88 (br d, J=7.0, 1H), 7.49 (d, J=4.0,... Starting materials: CO, CCCCCCCOc1ccc2nc(C(C)(N)C(=O)OCC)ccc2c1, C1CCOC1. Product: CCCCCCCOc1ccc2nc(C(C)(N)CO)ccc2c1. RXN SMILES: [CH3:27][OH:28].[NH2:1][C:2]([C:3](=[O:4])[O:5][CH2:6][CH3:7])([CH3:8])[c:9]1[n:10][c:11]2[cH:12][cH:13][c:14]([O:19][CH2:20][CH2:21][CH2:22][CH2:23][CH2:24][CH2:25][CH3:26])[cH:15][c:16]2[cH:17][cH:18]1.[O:29]1[CH2:30][CH2:31][CH2:32][CH2:33]1>>[NH2:1][C:2]([CH2:3][OH:4])([CH3:8])[c:9]1[n:10][c:11]2[cH:12][cH:13][c:14]([O:19][CH2:20][CH2:21][CH2:22][CH2:23][CH2:24][CH2:25][CH3:26])[cH:15][c:16]2[cH:17][cH:18]1. Yields the product Cc1nnc(S(=O)c2c(C)cccc2C)o1. Reactants: Cc1nnc(Sc2c(C)cccc2C)o1, ClCCl, O=C(OO)c1cccc(Cl)c1. RXN SMILES: [CH3:1][c:2]1[c:3]([S:9][c:10]2[o:11][c:12]([CH3:15])[n:13][n:14]2)[c:4]([CH3:8])[cH:5][cH:6][cH:7]1.[Cl:27][CH2:28][Cl:29].[OH:16][O:17][C:18]([c:19]1[cH:20][c:21]([Cl:22])[cH:23][cH:24][cH:25]1)=[O:26]>>[CH3:1][c:2]1[c:3]([S:9]([c:10]2[o:11][c:12]([CH3:15])[n:13][n:14]2)=[O:16])[c:4]([CH3:8])[cH:5][cH:6][cH:7]1.